This data is from the Open Reaction Database (ORD), a public repository of structured organic reaction records. The task is: describe an organic reaction: reactants, conditions, products, and yield Reactants: C1(=CC=C(C=C1)S(=O)(=O)O)C (p-toluenesulfonic acid), FC(C1=CC=C(C=O)C=C1)(F)F (p-trifluoromethylbenzaldehyde), C(CCCC)C(CO)CO (2-pentylpropane-1,3-diol), O (water). Run in C1(=CC=CC=C1)C (toluene). Product: C(CCCC)[C@H]1CO[C@@H](OC1)C1=CC=C(C=C1)C(F)(F)F (p-(trans-5-n-pentyl-1,3-dioxan-2-yl)-trifluorotoluene). As a reaction SMILES: [F:1][C:2]([F:12])([F:11])[C:3]1[CH:10]=[CH:9][C:6]([CH:7]=[O:8])=[CH:5][CH:4]=1.[CH2:13]([CH:18]([CH2:21]O)[CH2:19][OH:20])[CH2:14][CH2:15][CH2:16][CH3:17].O.C1(C)C=CC(S(O)(=O)=O)=CC=1>C1(C)C=CC=CC=1>[CH2:13]([C@@H:18]1[CH2:19][O:20][C@@H:7]([C:6]2[CH:9]=[CH:10][C:3]([C:2]([F:11])([F:12])[F:1])=[CH:4][CH:5]=2)[O:8][CH2:21]1)[CH2:14][CH2:15][CH2:16][CH3:17]. Reported procedure: An equimolar mixture of p-trifluoromethylbenzaldehyde and 2-pentylpropane-1,3-diol in toluene is boiled on a water separator with catalysis by p-toluenesulfonic acid. When the water separation is complete and after conventional work-up, p-(trans-5-n-pentyl-1,3-dioxan-2-yl)-trifluorotoluene, m.p. 44.3°, Δε=+12.9, is obtained.